From a dataset of the Open Reaction Database (ORD), a public repository of structured organic reaction records. describe an organic reaction: reactants, conditions, products, and yield Reactants: C(C)N1N=C(C=CC1=O)C1=C(N=C(C(=N1)C(=O)O)NCC1=CC=C(C=C1)OC)C1=CC=CC=C1 (6-(1-ethyl-6-oxo-1,6-dihydro-3-pyridazinyl)-3-[(4-methoxybenzyl)amino]-5-phenyl-2-pyrazinecarboxylic acid). The solvent is ClC1=C(C=CC=C1)Cl (1,2-dichlorobenzene). The product is C(C)N1N=C(C=CC1=O)C1=NC=C(N=C1C1=CC=CC=C1)NCC1=CC=C(C=C1)OC (2-ethyl-6-{5-[(4-methoxybenzyl)amino]-3-phenyl-2-pyrazinyl}-3(2H)-pyridazinone). Yield: 84.9%. RXN SMILES: [CH2:1]([N:3]1[C:8](=[O:9])[CH:7]=[CH:6][C:5]([C:10]2[N:15]=[C:14](C(O)=O)[C:13]([NH:19][CH2:20][C:21]3[CH:26]=[CH:25][C:24]([O:27][CH3:28])=[CH:23][CH:22]=3)=[N:12][C:11]=2[C:29]2[CH:34]=[CH:33][CH:32]=[CH:31][CH:30]=2)=[N:4]1)[CH3:2]>ClC1C=CC=CC=1Cl>[CH2:1]([N:3]1[C:8](=[O:9])[CH:7]=[CH:6][C:5]([C:10]2[C:11]([C:29]3[CH:34]=[CH:33][CH:32]=[CH:31][CH:30]=3)=[N:12][C:13]([NH:19][CH2:20][C:21]3[CH:26]=[CH:25][C:24]([O:27][CH3:28])=[CH:23][CH:22]=3)=[CH:14][N:15]=2)=[N:4]1)[CH3:2]. Procedure: A mixture of 6-(1-ethyl-6-oxo-1,6-dihydro-3-pyridazinyl)-3-[(4-methoxybenzyl)amino]-5-phenyl-2-pyrazinecarboxylic acid (1.02 g) in 1,2-dichlorobenzene (20 ml) was refluxed for 3 hours. The mixture was purified by column chromatography on silica gel eluting with a mixture of n-hexane and EtOAc (40:60 v/v) to give 2-ethyl-6-{5-[(4-methoxybenzyl)amino]-3-phenyl-2-pyrazinyl}-3(2H)-pyridazinone as a solid (783 mg).